Dataset: the Open Reaction Database (ORD), a public repository of structured organic reaction records. Task: describe an organic reaction: reactants, conditions, products, and yield The reactants are C(C)(=O)OCC1=C(C2=C(C(C=C(O2)C2=CC(=C(C=C2)N)F)=O)C(=C1F)N)F (7-(acetoxymethyl)-5-amino-2-[4-amino-3-fluorophenyl]-6,8-difluoro-4H-1-benzopyran-4-one), BrCCC(=O)O (3-bromopropionic acid), Cl.CN(CCCN=C=NCC)C (1-[3-(dimethylamino)propyl]-3-ethylcarbodiimide hydrochloride), O (Water). Run in CN(C=O)C (dimethylformamide). Run at time 45 minute. The product is C(C)(=O)OCC1=C(C2=C(C(C=C(O2)C2=CC(=C(C=C2)NC(CCBr)=O)F)=O)C(=C1F)N)F (7-(acetoxymethyl)-5-amino-2-[4-[(3-bromopropionyl)amino]-3-fluorophenyl]-6,8-difluoro-4H-1-benzopyran-4-one). Isolated yield 27.0%. Reaction SMILES: [C:1]([O:4][CH2:5][C:6]1[C:24]([F:25])=[C:23]([NH2:26])[C:9]2[C:10](=[O:22])[CH:11]=[C:12]([C:14]3[CH:19]=[CH:18][C:17]([NH2:20])=[C:16]([F:21])[CH:15]=3)[O:13][C:8]=2[C:7]=1[F:27])(=[O:3])[CH3:2].[Br:28][CH2:29][CH2:30][C:31](O)=[O:32].Cl.CN(C)CCCN=C=NCC.O>CN(C)C=O>[C:1]([O:4][CH2:5][C:6]1[C:24]([F:25])=[C:23]([NH2:26])[C:9]2[C:10](=[O:22])[CH:11]=[C:12]([C:14]3[CH:19]=[CH:18][C:17]([NH:20][C:31](=[O:32])[CH2:30][CH2:29][Br:28])=[C:16]([F:21])[CH:15]=3)[O:13][C:8]=2[C:7]=1[F:27])(=[O:3])[CH3:2] |f:2.3|. Reported procedure: To a solution of 7-(acetoxymethyl)-5-amino-2-[4-amino-3-fluorophenyl]-6,8-difluoro-4H-1-benzopyran-4-one (1.51 g, 4.00 mmol) in dimethylformamide (40 mL) were added 3-bromopropionic acid (3.06 g, 20.0 mmol) and 1-[3-(dimethylamino)propyl]-3-ethylcarbodiimide hydrochloride (3.83 g, 20.0 mmol), and the mixture was stirred at room temperature for 45 minutes. Water was added thereto and the mixture was extracted with ethyl acetate. Purification by silica gel column chromatography (6:1 chloroform/ace...